Dataset: the Open Reaction Database (ORD), a public repository of structured organic reaction records. Task: describe an organic reaction: reactants, conditions, products, and yield Reactants: COC(C(C)(C)NC([C@H](CC1=CC(=C(C=C1)OCC1=CC=CC=C1)OC(NCC)=O)NC(=O)OC(C)(C)C)=O)=O (2-[(S)-3-(4-Benzyloxy-3-ethylcarbamoyloxy-phenyl)-2-tert-butoxycarbony lamino-propionylamino]-2-methyl-propionic acid methyl ester), Cl.O1CCOCC1 (HCl dioxane), CCOCC (ether). Product: [Cl-].C(C)NC(=O)OC=1C=C(C=CC1O)C[C@@H](C(NC(C)(C)C(=O)OC)=O)[NH3+] ((S)-2-(3-ethylcarbamoyloxy-4-hydroxy-phenyl)-1-(1-methoxycarbonyl-1-methyl-ethylcarbamoyl)-ethyl-ammonium chloride). Reaction SMILES: [CH3:1][O:2][C:3](=[O:40])[C:4]([NH:7][C:8](=[O:39])[C@@H:9]([NH:31]C(OC(C)(C)C)=O)[CH2:10][C:11]1[CH:16]=[CH:15][C:14]([O:17]CC2C=CC=CC=2)=[C:13]([O:25][C:26](=[O:30])[NH:27][CH2:28][CH3:29])[CH:12]=1)([CH3:6])[CH3:5].CCOCC.[ClH:46].O1CCOCC1>>[Cl-:46].[CH2:28]([NH:27][C:26]([O:25][C:13]1[CH:12]=[C:11]([CH2:10][C@H:9]([NH3+:31])[C:8](=[O:39])[NH:7][C:4]([C:3]([O:2][CH3:1])=[O:40])([CH3:6])[CH3:5])[CH:16]=[CH:15][C:14]=1[OH:17])=[O:30])[CH3:29] |f:2.3,4.5|. Reported procedure: 2-[(S)-3-(4-Benzyloxy-3-ethylcarbamoyloxy-phenyl)-2-tert-butoxycarbony lamino-propionylamino]-2-methyl-propionic acid methyl ester (380 mg) was dissolved in 4M HCl-dioxane (10 ml) and stirred at room temperature for 1 hour. The solution was evaporated to dryness and the resulting gum was redissolved on methanol (10 ml) containing 5% Pd—C (60 mg). The mixture was stirred under an atmosphere of hydrogen for 2 hours. The catalyst was removed by filtration and the filtrate evaporated to dryness givi... Run at time 1 hour. The reactants are NC(=O)N (urea), C1(CC1)NS(=O)(=O)C1=C(C(=CC=C1Cl)N)O (N-cyclopropyl -3-amino-6-chloro-2-hydroxybenzenesulfonamide), ClC1=C(C=CC=C1Cl)N=C=O (2,3-dichlorophenylisocyanate). Yields the product ClC1=C(C(=C(C=C1)NC(=O)NC1=C(C(=CC=C1)Cl)Cl)O)S(=O)(=O)NC1CC1 (N-[4-chloro-3-(N″-cyclopropylaminosulfonyl)-2-hydroxyphenyl]-N′(2,3-dichlorophenyl) urea). The yield is 46.5%. Reaction SMILES: NC(N)=O.[CH:5]1([NH:8][S:9]([C:12]2[C:17]([Cl:18])=[CH:16][CH:15]=[C:14]([NH2:19])[C:13]=2[OH:20])(=[O:11])=[O:10])[CH2:7][CH2:6]1.[Cl:21][C:22]1[C:27]([Cl:28])=[CH:26][CH:25]=[CH:24][C:23]=1[N:29]=[C:30]=[O:31]>>[Cl:18][C:17]1[CH:16]=[CH:15][C:14]([NH:19][C:30]([NH:29][C:23]2[CH:24]=[CH:25][CH:26]=[C:27]([Cl:28])[C:22]=2[Cl:21])=[O:31])=[C:13]([OH:20])[C:12]=1[S:9]([NH:8][CH:5]1[CH2:7][CH2:6]1)(=[O:11])=[O:10]. Procedure: Following the general procedure for urea formation outlined in example 15, N-cyclopropyl -3-amino-6-chloro-2-hydroxybenzenesulfonamide (220 mg, 0.84 mmol) and 2,3-dichlorophenylisocyanate (190 mg, 1/01 mmol) were coupled to form the desired urea (176 mg, 46%). LC-MS (m/z) 452.0 (M+).